This data is from the Open Reaction Database (ORD), a public repository of structured organic reaction records. The task is: describe an organic reaction: reactants, conditions, products, and yield Reactants: B, CC(C)(C)OC(=O)N1CC(F)CC1COCCC(=O)O, C1CCOC1, CSC, O. Product: CC(C)(C)OC(=O)N1CC(F)CC1COCCCO. As a reaction SMILES: [BH3:24].[C:1]([CH3:2])([CH3:3])([CH3:4])[O:5][C:6](=[O:7])[N:8]1[CH:9]([CH2:14][O:15][CH2:16][CH2:17][C:18](=[O:19])[OH:20])[CH2:10][CH:11]([F:13])[CH2:12]1.[CH2:26]1[O:27][CH2:28][CH2:29][CH2:30]1.[CH3:21][S:22][CH3:23].[OH2:25]>>[C:1]([CH3:2])([CH3:3])([CH3:4])[O:5][C:6](=[O:7])[N:8]1[CH:9]([CH2:14][O:15][CH2:16][CH2:17][CH2:18][OH:19])[CH2:10][CH:11]([F:13])[CH2:12]1. The reactants are C(C)(C)(C)OC(OC(C)(C)C)=O (di-(tert-butyl)carbonate), C(=O)([O-])[O-].[Na+].[Na+] (Na2CO3), Cl.ClCCCN (3-chloro-propylamine hydrochloride). Run in O1CCOCC1.O (dioxane water), O1CCOCC1.O (dioxane water). Conditions: temperature 0 celsius. Yields the product C(C)(C)(C)OC(=O)NCCCCl (N-[(tert-butoxy)carbonyl]-3-chloro-propylamine). As a reaction SMILES: Cl.[Cl:2][CH2:3][CH2:4][CH2:5][NH2:6].[C:7]([O:11][C:12](=O)[O:13]C(C)(C)C)([CH3:10])([CH3:9])[CH3:8].C([O-])([O-])=O.[Na+].[Na+]>O1CCOCC1.O>[C:7]([O:11][C:12]([NH:6][CH2:5][CH2:4][CH2:3][Cl:2])=[O:13])([CH3:10])([CH3:9])[CH3:8] |f:0.1,3.4.5,6.7|. Procedure: The compound of the title, employed as the starting material in example 1, is prepared by slowly adding a solution of 3-chloro-propylamine hydrochloride (12.98 g, 0.1 mol) in dioxane/water (100 ml 2/1 v/v) to a vigorously stirred mixture of di-(tert-butyl)carbonate (24 g, 0.11 mol), 1N Na2CO3 (100 ml) and dioxane/water (200 ml, 2/1 v/v) cooled to 0° C. When the addition is over, the reaction mixture is stirred at room temperature for an additional hour, dioxane is removed under vacuum and the aq... The reactants are ClC1=NC2=C(C=CC(=C2C(=C1)C)C)C (2-chloro-4,5,8-trimethylquinoline), NN (NH2NH2). Yields the product N(N)C1=NC2=C(C=CC(=C2C(=C1)C)C)C (2-Hydrazinyl-4,5,8-trimethylquinoline). Isolated yield 38.0%. RXN SMILES: Cl[C:2]1[CH:11]=[C:10]([CH3:12])[C:9]2[C:4](=[C:5]([CH3:14])[CH:6]=[CH:7][C:8]=2[CH3:13])[N:3]=1.[NH2:15][NH2:16]>>[NH:15]([C:2]1[CH:11]=[C:10]([CH3:12])[C:9]2[C:4](=[C:5]([CH3:14])[CH:6]=[CH:7][C:8]=2[CH3:13])[N:3]=1)[NH2:16]. Procedure details: A solution of 2-chloro-4,5,8-trimethylquinoline (2.2 g, 10.7 mmoles) in NH2NH2 was reacted as outlined in Scheme 1 above to give the desired title compound (830 mg, 38%). Spectroscopic data: 1H NMR (300 MHz, CDCl3) δ ppm 2.62 (s, 3 H) 2.78 (s, 6 H) 4.13 (br. s., 2 H) 5.74 (br. s., 1 H) 6.52 (s, 1 H) 6.95 (d, J=7.03 Hz, 1 H) 7.28 (d, 1 H). Starting materials: OC1=CC=C(C(=O)O)C=C1 (4-hydroxybenzoic acid), C[C@H](CO)CC ((S)-(-)-2-methylbutanol), S(O)(O)(=O)=O (sulfuric acid). Run in C1(=CC=CC=C1)C (toluene). Yields the product CC(COC(C1=CC=C(C=C1)O)=O)CC (4-hydroxybenzoic acid 2-methylbutyl ester). Yield: 88.1%. RXN SMILES: [OH:1][C:2]1[CH:10]=[CH:9][C:5]([C:6]([OH:8])=[O:7])=[CH:4][CH:3]=1.[CH3:11][C@@H:12]([CH2:15][CH3:16])[CH2:13]O.S(=O)(=O)(O)O>C1(C)C=CC=CC=1>[CH3:11][CH:12]([CH2:15][CH3:16])[CH2:13][O:7][C:6](=[O:8])[C:5]1[CH:9]=[CH:10][C:2]([OH:1])=[CH:3][CH:4]=1. Procedure details: 0.29 mole(40.0 g) of 4-hydroxybenzoic acid and 0.35 mole(30.9 g) of (S)-(-)-2-methylbutanol were refluxed for 20 hours in 150 ml of toluene in the presence of 1 ml of conc. sulfuric acid. The reaction solution was concentrated, and then purified by column chromatography to obtain 53.2 g of 4-hydroxybenzoic acid 2-methylbutyl ester [[α]D23 =+4.95°(CHCl3)]. (yield: 88%) Starting materials: N(C)CC(=O)O (sarcosine), C=O (formaldehyde), OP(=O)O (H3PO3), P(Cl)(Cl)Cl (PCl3), OP(=O)O (H3PO3), Cl (hydrochloric acid), C(C)(=O)N(C)CC(=O)O (N-acetylsarcosine), N(C)CC(=O)O (sarcosine). Solvent: O (water), C(C)(=O)O (acetic acid). Product: P(=O)(O)(O)CN(CC(=O)O)C (N- (phosphonomethyl)-N-methyl-glycine). Reaction SMILES: Cl.[C:2]([N:5]([CH2:7][C:8]([OH:10])=[O:9])[CH3:6])(=O)C.N(CC(O)=O)C.C=O.[OH:19][PH:20]([OH:22])=[O:21].P(Cl)(Cl)Cl>C(O)(=O)C.O>[P:20]([CH2:2][N:5]([CH3:6])[CH2:7][C:8]([OH:10])=[O:9])([OH:22])([OH:21])=[O:19]. Procedure: As depicted, one equivalent of N-methylacetamide IX is reacted with one equivalent each of carbon monoxide and formaldehyde in the presence of a carboxymethylation catalyst precursor and solvent to yield N-acetylsarcosine XX. In the presence of water and an acid such as hydrochloric acid, N-acetylsarcosine XX is hydrolyzed to sarcosine XXIII and acetic acid. Sarcosine XXIII is reacted with formaldehyde and H3PO3, PCl3 or other H3PO3 source to produce N- (phosphonomethyl)-N-methyl-glycine XXI whi...